Dataset: the Open Reaction Database (ORD), a public repository of structured organic reaction records. Task: describe an organic reaction: reactants, conditions, products, and yield Starting materials: N(=[N+]=[N-])C[C@H]1[C@H](N(CC1)[C@@H](C)C1=CC=CC=C1)C(=O)N ((2S,3S)-3-azidomethyl-1-((S)-1-phenyl-ethyl)-pyrrolidine-2-carboxylic acid amide), C1(=CC=CC=C1)P(C1=CC=CC=C1)C1=CC=CC=C1 (triphenylphosphine). The solvent is C1CCOC1 (THF). Conditions: time 25 hour. Yields the product NC[C@H]1[C@H](N(CC1)[C@@H](C)C1=CC=CC=C1)C(=O)N ((2S,3S)-3-Aminomethyl-1-((S)-1-phenyl-ethyl)-pyrrolidine-2-carboxylic acid amide). As a reaction SMILES: [N:1]([CH2:4][C@@H:5]1[CH2:9][CH2:8][N:7]([C@H:10]([C:12]2[CH:17]=[CH:16][CH:15]=[CH:14][CH:13]=2)[CH3:11])[C@@H:6]1[C:18]([NH2:20])=[O:19])=[N+]=[N-].C1(P(C2C=CC=CC=2)C2C=CC=CC=2)C=CC=CC=1>C1COCC1>[NH2:1][CH2:4][C@@H:5]1[CH2:9][CH2:8][N:7]([C@H:10]([C:12]2[CH:17]=[CH:16][CH:15]=[CH:14][CH:13]=2)[CH3:11])[C@@H:6]1[C:18]([NH2:20])=[O:19]. Procedure details: A mixture of (2S,3S)-3-azidomethyl-1-((S)-1-phenyl-ethyl)-pyrrolidine-2-carboxylic acid amide (Stage 36.3) (0.723 mmol) and triphenylphosphine (0.867 mmol) in THF (3 mL) was stirred at rt for 25 h. The reaction mixture was concentrated to afford the crude title compound as a light brown solid. HPLC: tR 3.53 min (method H); ESI-MS: [M+H]+ 248. The reactants are COc1ccc(C(OCC2OC(n3cnc4c(=O)[nH]c(NC(C)=O)nc43)C(O)C2O)(c2ccccc2)c2ccc(OC)cc2)cc1, N#CCCOCCl, O=C([O-])O, CCN(C(C)C)C(C)C, ClCCCl, [Na+]. Yields the product COc1ccc(C(OCC2OC(n3cnc4c(=O)[nH]c(NC(C)=O)nc43)C(OCOCCC#N)C2O)(c2ccccc2)c2ccc(OC)cc2)cc1. RXN SMILES: [C:1]([CH3:2])(=[O:3])[NH:4][c:5]1[nH:6][c:7](=[O:46])[c:8]2[n:9][cH:10][n:11]([CH:12]3[CH:13]([OH:14])[CH:15]([OH:16])[CH:17]([CH2:18][O:19][C:20]([c:21]4[cH:22][cH:23][c:24]([O:27][CH3:28])[cH:25][cH:26]4)([c:29]4[cH:30][cH:31][c:32]([O:35][CH3:36])[cH:33][cH:34]4)[c:37]4[cH:38][cH:39][cH:40][cH:41][cH:42]4)[O:43]3)[c:44]2[n:45]1.[C:56](#[N:57])[CH2:58][CH2:59][O:60][CH2:61][Cl:62].[C:63](=[O:64])([OH:65])[O-:66].[CH:47]([N:48]([CH:49]([CH3:50])[CH3:51])[CH2:52][CH3:53])([CH3:54])[CH3:55].[Cl:68][CH2:69][CH2:70][Cl:71].[Na+:67]>>[C:1]([CH3:2])(=[O:3])[NH:4][c:5]1[nH:6][c:7](=[O:46])[c:8]2[n:9][cH:10][n:11]([CH:12]3[CH:13]([O:14][CH2:61][O:60][CH2:59][CH2:58][C:56]#[N:57])[CH:15]([OH:16])[CH:17]([CH2:18][O:19][C:20]([c:21]4[cH:22][cH:23][c:24]([O:27][CH3:28])[cH:25][cH:26]4)([c:29]4[cH:30][cH:31][c:32]([O:35][CH3:36])[cH:33][cH:34]4)[c:37]4[cH:38][cH:39][cH:40][cH:41][cH:42]4)[O:43]3)[c:44]2[n:45]1. Starting materials: CCC(CC)(c1ccc(CCC(O[Si](C)(C)C(C)(C)C)C(C)(C)C)c(C)c1)c1ccc(B2OC(C)(C)C(C)(C)O2)c(C)c1, CCOCC, COC(=O)C(O)c1cccc(Cl)c1, Cc1ccccc1, COc1cccc(OC)c1-c1ccccc1P(C1CCCCC1)C1CCCCC1, [K+], [K+], [K+], CC(=O)[O-], CC(=O)[O-], O, O=P([O-])([O-])[O-], [Pd+2]. The product is CCC(CC)(c1ccc(CCC(O[Si](C)(C)C(C)(C)C)C(C)(C)C)c(C)c1)c1ccc(-c2cccc(C(O)C(=O)OC)c2)c(C)c1. As a reaction SMILES: [C:1]([CH3:2])([CH3:3])([CH3:4])[Si:5]([CH3:6])([CH3:7])[O:8][CH:9]([C:10]([CH3:11])([CH3:12])[CH3:13])[CH2:14][CH2:15][c:16]1[c:17]([CH3:43])[cH:18][c:19]([C:22]([CH2:23][CH3:24])([c:25]2[cH:26][c:27]([CH3:40])[c:28]([B:31]3[O:32][C:33]([CH3:34])([CH3:35])[C:36]([CH3:37])([CH3:38])[O:39]3)[cH:29][cH:30]2)[CH2:41][CH3:42])[cH:20][cH:21]1.[CH3:102][CH2:103][O:104][CH2:105][CH3:106].[CH3:81][O:82][C:83]([CH:84]([OH:85])[c:86]1[cH:87][c:88]([Cl:92])[cH:89][cH:90][cH:91]1)=[O:93].[CH3:94][c:95]1[cH:96][cH:97][cH:98][cH:99][cH:100]1.[CH:44]1([P:45]([CH:46]2[CH2:47][CH2:48][CH2:49][CH2:50][CH2:51]2)[c:52]2[cH:53][cH:54][cH:55][cH:56][c:57]2-[c:58]2[c:59]([O:60][CH3:61])[cH:62][cH:63][cH:64][c:65]2[O:66][CH3:67])[CH2:68][CH2:69][CH2:70][CH2:71][CH2:72]1.[K+:78].[K+:79].[K+:80].[O-:108][C:109]([CH3:110])=[O:111].[O-:112][C:113]([CH3:114])=[O:115].[OH2:101].[P:73]([O-:74])([O-:75])([O-:76])=[O:77].[Pd+2:107]>>[C:1]([CH3:2])([CH3:3])([CH3:4])[Si:5]([CH3:6])([CH3:7])[O:8][CH:9]([C:10]([CH3:11])([CH3:12])[CH3:13])[CH2:14][CH2:15][c:16]1[c:17]([CH3:43])[cH:18][c:19]([C:22]([CH2:23][CH3:24])([c:25]2[cH:26][c:27]([CH3:40])[c:28](-[c:88]3[cH:87][c:86]([CH:84]([C:83]([O:82][CH3:81])=[O:93])[OH:85])[cH:91][cH:90][cH:89]3)[cH:29][cH:30]2)[CH2:41][CH3:42])[cH:20][cH:21]1. Starting materials: CCCC(=O)Cl, C1CCOC1, CCN(C(C)C)C(C)C, Nc1ccc2c(c1)C(=C1C(=O)Nc3ccccc31)OC2. The product is CCCC(=O)Nc1ccc2c(c1)C(=C1C(=O)Nc3ccccc31)OC2. RXN SMILES: [C:30]([CH2:31][CH2:32][CH3:33])(=[O:34])[Cl:35].[CH2:36]1[O:37][CH2:38][CH2:39][CH2:40]1.[CH:21]([N:22]([CH2:23][CH3:24])[CH:25]([CH3:26])[CH3:27])([CH3:28])[CH3:29].[NH2:1][c:2]1[cH:3][cH:4][c:5]2[c:9]([cH:10]1)[C:8](=[C:11]1[C:12](=[O:20])[NH:13][c:14]3[cH:15][cH:16][cH:17][cH:18][c:19]31)[O:7][CH2:6]2>>[NH:1]([c:2]1[cH:3][cH:4][c:5]2[c:9]([cH:10]1)[C:8](=[C:11]1[C:12](=[O:20])[NH:13][c:14]3[cH:15][cH:16][cH:17][cH:18][c:19]31)[O:7][CH2:6]2)[C:30]([CH2:31][CH2:32][CH3:33])=[O:34]. Starting materials: O=C([O-])[O-], Cc1ccccc1, Cl, N#C[Cu], O=N[O-], Nc1ccc2c(CCC3CCN(Cc4ccccc4)CC3)noc2c1, [Na+], [Na+], [Na+], O. The product is N#Cc1ccc2c(CCC3CCN(Cc4ccccc4)CC3)noc2c1. RXN SMILES: [C:30](=[O:31])([O-:32])[O-:33].[CH3:41][c:42]1[cH:43][cH:44][cH:45][cH:46][cH:47]1.[ClH:40].[Cu:36][C:37]#[N:38].[N:1]([O-:2])=[O:3].[NH2:5][c:6]1[cH:7][c:8]2[c:9]([c:10]([CH2:13][CH2:14][CH:15]3[CH2:16][CH2:17][N:18]([CH2:21][c:22]4[cH:23][cH:24][cH:25][cH:26][cH:27]4)[CH2:19][CH2:20]3)[n:11][o:12]2)[cH:28][cH:29]1.[Na+:34].[Na+:35].[Na+:4].[OH2:39]>>[c:6]1([C:37]#[N:38])[cH:7][c:8]2[c:9]([c:10]([CH2:13][CH2:14][CH:15]3[CH2:16][CH2:17][N:18]([CH2:21][c:22]4[cH:23][cH:24][cH:25][cH:26][cH:27]4)[CH2:19][CH2:20]3)[n:11][o:12]2)[cH:28][cH:29]1. Product: OCCC1=CC=CC2=CC3=CC=CC=C3C=C12 (hydroxyethylanthracene). Reaction SMILES: Br[C:2]1[C:15]2[C:6](=[CH:7][C:8]3[C:13]([CH:14]=2)=[CH:12][CH:11]=[CH:10][CH:9]=3)[CH:5]=[CH:4][CH:3]=1.[CH:16](=[O:18])[CH3:17]>>[OH:18][CH2:16][CH2:17][C:2]1[C:15]2[C:6](=[CH:7][C:8]3[C:13]([CH:14]=2)=[CH:12][CH:11]=[CH:10][CH:9]=3)[CH:5]=[CH:4][CH:3]=1. Starting materials: Grignard reagent, BrC1=CC=CC2=CC3=CC=CC=C3C=C12 (bromoanthracene), C(C)=O (acetaldehyde). Procedure: For instance, a Grignard reagent prepared from bromonaphthalene is reacted with acetophenone to obtain 1-phenyl-1-naphthylethanol which is then dehydrated to obtain 1-phenyl-1-naphthylethylene. Further, a Grignard reagent prepared from bromoanthracene is reacted with acetaldehyde to obtain hydroxyethylanthracene which is then dehydrated to obtain vinylanthracene. RXN SMILES: [Br:1][c:2]1[cH:3][cH:4][cH:5][c:6]2[c:12]1[O:11][CH2:10][CH2:9][N:8]([C:13](=[O:14])[O:15][C:16]([CH3:17])([CH3:18])[CH3:19])[CH2:7]2.[CH3:28][C:29]([CH3:30])([O-:31])[CH3:32].[CH3:35][c:36]1[cH:37][cH:38][cH:39][cH:40][cH:41]1.[ClH:20].[F:21][C:22]1([F:27])[CH2:23][NH:24][CH2:25][CH2:26]1.[Na+:33].[O:44]=[C:45]([CH:46]=[CH:47][c:48]1[cH:49][cH:50][cH:51][cH:52][cH:53]1)[CH:54]=[CH:55][c:56]1[cH:57][cH:58][cH:59][cH:60][cH:61]1.[O:62]=[C:63]([CH:64]=[CH:65][c:66]1[cH:67][cH:68][cH:69][cH:70][cH:71]1)[CH:72]=[CH:73][c:74]1[cH:75][cH:76][cH:77][cH:78][cH:79]1.[O:80]=[C:81]([CH:82]=[CH:83][c:84]1[cH:85][cH:86][cH:87][cH:88][cH:89]1)[CH:90]=[CH:91][c:92]1[cH:93][cH:94][cH:95][cH:96][cH:97]1.[OH2:34].[Pd:42].[Pd:43]>>[c:2]1([N:24]2[CH2:23][C:22]([F:21])([F:27])[CH2:26][CH2:25]2)[cH:3][cH:4][cH:5][c:6]2[c:12]1[O:11][CH2:10][CH2:9][N:8]([C:13](=[O:14])[O:15][C:16]([CH3:17])([CH3:18])[CH3:19])[CH2:7]2. Product: CC(C)(C)OC(=O)N1CCOc2c(cccc2N2CCC(F)(F)C2)C1. Reactants: CC(C)(C)OC(=O)N1CCOc2c(Br)cccc2C1, CC(C)(C)[O-], Cc1ccccc1, Cl, FC1(F)CCNC1, [Na+], O=C(C=Cc1ccccc1)C=Cc1ccccc1, O=C(C=Cc1ccccc1)C=Cc1ccccc1, O=C(C=Cc1ccccc1)C=Cc1ccccc1, O, [Pd], [Pd].